Task: describe an organic reaction: reactants, conditions, products, and yield. Dataset: the Open Reaction Database (ORD), a public repository of structured organic reaction records Starting materials: aqueous solution, [OH-].[Na+] (sodium hydroxide), aqueous solution, [OH-].[Na+] (sodium hydroxide), O1C(=CC=C1)C1=CC(=C(C(=O)OC)C=C1)NC(=O)C=1C=NC=C(C1)C1=CC=CC=C1 (methyl 4-(furan-2-yl)-2-(5-phenylpyridine-3-carboxamido)benzoate). Solvent: O1CCOCC1 (dioxane). Conditions: time 20 minute. The product is O1C(=CC=C1)C1=CC(=C(C(=O)O)C=C1)NC(=O)C=1C=NC=C(C1)C1=CC=CC=C1 (4-(furan-2-yl)-2-(5-phenylpyridine-3-carboxamido)benzoic acid). Isolated yield 94.1%. Reaction SMILES: [OH-].[Na+].[O:3]1[CH:7]=[CH:6][CH:5]=[C:4]1[C:8]1[CH:17]=[CH:16][C:11]([C:12]([O:14]C)=[O:13])=[C:10]([NH:18][C:19]([C:21]2[CH:22]=[N:23][CH:24]=[C:25]([C:27]3[CH:32]=[CH:31][CH:30]=[CH:29][CH:28]=3)[CH:26]=2)=[O:20])[CH:9]=1>O1CCOCC1>[O:3]1[CH:7]=[CH:6][CH:5]=[C:4]1[C:8]1[CH:17]=[CH:16][C:11]([C:12]([OH:14])=[O:13])=[C:10]([NH:18][C:19]([C:21]2[CH:22]=[N:23][CH:24]=[C:25]([C:27]3[CH:28]=[CH:29][CH:30]=[CH:31][CH:32]=3)[CH:26]=2)=[O:20])[CH:9]=1 |f:0.1|. Procedure: A 2 mol/L aqueous solution of sodium hydroxide (0.19 mL) was added to a dioxane (3.0 mL) suspension of the obtained methyl 4-(furan-2-yl)-2-(5-phenylpyridine-3-carboxamido)benzoate (76 mg) at room temperature, followed by stirring at the same temperature for 3 hours and 20 minutes. A 2 mol/L aqueous solution of sodium hydroxide (0.19 mL) was added to the reaction mixture at room temperature, followed by stirring at 50 to 55° C. for 4 hours. After cooling the reaction mixture to room temperature,... The reactants are C (charcoal), CC1=CC=C(C=C1)C1=CC(=CC=C1)[N+](=O)[O-] (4′-Methyl-3-nitro-biphenyl), O.NN (hydrazine hydrate). The reagents and catalysts are [Fe](Cl)(Cl)Cl (iron (III) chloride). The solvent is C(C)(C)O (isopropyl alcohol). Run at temperature 65 celsius, time 2 hour. The product is CC1=CC=C(C=C1)C1=CC(=CC=C1)N (4′-methyl-biphenyl-3-ylamine). Isolated yield 94.9%. RXN SMILES: [CH3:1][C:2]1[CH:7]=[CH:6][C:5]([C:8]2[CH:13]=[CH:12][CH:11]=[C:10]([N+:14]([O-])=O)[CH:9]=2)=[CH:4][CH:3]=1.C.O.NN>C(O)(C)C.[Fe](Cl)(Cl)Cl>[CH3:1][C:2]1[CH:3]=[CH:4][C:5]([C:8]2[CH:13]=[CH:12][CH:11]=[C:10]([NH2:14])[CH:9]=2)=[CH:6][CH:7]=1 |f:2.3|. Reported procedure: 4′-Methyl-3-nitro-biphenyl (1.9 g) dissolved in isopropyl alcohol (30 mL) and iron (III) chloride (0.19 g) added followed by charcoal (0.19 g). Mixture heated to 65° C. before adding hydrazine hydrate (7.6 mL) slowly for 45 minutes under nitrogen. Mixture stirred for a further 2 hours at 70° C. Mixture filtered and washed with ethyl acetate. Organics combined and washed with water (50 mL) and brine (50 mL) before drying over sodium sulfate, filtering and evaporating to dryness to leave a yellow ... Starting materials: ClC1=CC=C(C=C1)C1=C(C(NN=C1C)=O)C1=C(C=C(C=C1F)F)F (5-(4-chlorophenyl)-6-methyl-4-(2,4,6-trifluorophenyl)-2H-pyridazin-3-one), C[O-].[Na+] (sodium methoxide), CO (methanol), C[O-].[Na+] (sodium methoxide). The solvent is O (Water). Run at time 14 hour. Product: ClC1=CC=C(C=C1)C1=C(C(NN=C1C)=O)C1=C(C=C(C=C1F)OC)F (5-(4-chlorophenyl)-4-(2,6-difluoro-4-methoxyphenyl)-6-methyl-2H-pyridazin-3-one). Yield: 69.1%. RXN SMILES: [Cl:1][C:2]1[CH:7]=[CH:6][C:5]([C:8]2[C:13]([CH3:14])=[N:12][NH:11][C:10](=[O:15])[C:9]=2[C:16]2[C:21]([F:22])=[CH:20][C:19](F)=[CH:18][C:17]=2[F:24])=[CH:4][CH:3]=1.[CH3:25][O-:26].[Na+].CO>O>[Cl:1][C:2]1[CH:7]=[CH:6][C:5]([C:8]2[C:13]([CH3:14])=[N:12][NH:11][C:10](=[O:15])[C:9]=2[C:16]2[C:21]([F:22])=[CH:20][C:19]([O:26][CH3:25])=[CH:18][C:17]=2[F:24])=[CH:4][CH:3]=1 |f:1.2|. Reported procedure: 0.35 g of 5-(4-chlorophenyl)-6-methyl-4-(2,4,6-trifluorophenyl)-2H-pyridazin-3-one, 0.96 g of sodium methoxide (28%-methanol solution) and 6 ml of methanol were mixed and stirred for 14 hours under reflux with heating. Next, to the reaction mixture was added 0.96 g of sodium methoxide (28% methanol solution), and stirred for 9 hours under reflux with heating. The reaction mixture was cooled to room temperature. Water was added to the reaction mixture, and extracted with ethyl acetate. The organi... Reactants: BrC=1C=CC2=C(S(C3=C2C=CC(=C3)Br)(=O)=O)C1 (3,7-dibromodibenzo[b,d]thiophene 5,5-dioxide), C(CCC)[Sn](C(=C)OCC)(CCCC)CCCC (Tributyl(1-ethoxyvinyl)tin), O1CCOCC1 (1,4-dioxane). The reagents and catalysts are C=1C=CC(=CC1)[P](C=2C=CC=CC2)(C=3C=CC=CC3)[Pd]([P](C=4C=CC=CC4)(C=5C=CC=CC5)C=6C=CC=CC6)([P](C=7C=CC=CC7)(C=8C=CC=CC8)C=9C=CC=CC9)[P](C=1C=CC=CC1)(C=1C=CC=CC1)C=1C=CC=CC1 (Pd(Ph3P)4). Conditions: temperature 90 celsius, time 1 hour. The product is O=S1(C2=C(C3=C1C=C(C=C3)C(C)=O)C=CC(=C2)C(C)=O)=O (1,1′-(5,5-dioxidodibenzo[b,d]thiophene-3,7-diyl)diethanone). As a reaction SMILES: Br[C:2]1[CH:3]=[CH:4][C:5]2[C:9]3[CH:10]=[CH:11][C:12](Br)=[CH:13][C:8]=3[S:7](=[O:16])(=[O:15])[C:6]=2[CH:17]=1.C([Sn](CCCC)(CCCC)C([O:25][CH2:26][CH3:27])=C)CCC.[O:36]1CCO[CH2:38][CH2:37]1>C1C=CC([P]([Pd]([P](C2C=CC=CC=2)(C2C=CC=CC=2)C2C=CC=CC=2)([P](C2C=CC=CC=2)(C2C=CC=CC=2)C2C=CC=CC=2)[P](C2C=CC=CC=2)(C2C=CC=CC=2)C2C=CC=CC=2)(C2C=CC=CC=2)C2C=CC=CC=2)=CC=1>[O:15]=[S:7]1(=[O:16])[C:6]2[CH:17]=[C:2]([C:37](=[O:36])[CH3:38])[CH:3]=[CH:4][C:5]=2[C:9]2[CH:10]=[CH:11][C:12]([C:26](=[O:25])[CH3:27])=[CH:13][C:8]1=2 |^1:45,47,66,85|. Procedure: A mixture of 3,7-dibromodibenzo[b,d]thiophene 5,5-dioxide (600 mg, 1.604 mmol), Tributyl(1-ethoxyvinyl)tin (2.251 mL, 6.67 mmol) and Pd(Ph3P)4 (185 mg, 0.160 mmol) in 1,4-dioxane (15 mL) were degassed with nitrogen for 10 min then it was heated at 90° C. for overnight under nitrogen. The reaction mixture was cooled to room temperature and 15 mL of 10% HCl was added then stirred for 1 h. The mixture was extracted with ethyl acetate and the organic layer was washed with water and brine. The organi... As a reaction SMILES: [OH:1][C:2]1[C:16]([C:17]([CH3:20])([CH3:19])[CH3:18])=[CH:15][C:5]([CH:6]=[N:7][N:8]2[CH:12]=[CH:11][N:10]=[C:9]2[S:13][CH3:14])=[CH:4][C:3]=1[C:21]([CH3:24])([CH3:23])[CH3:22].C([BH3-])#N.[Na+]>C(O)(=O)C>[OH:1][C:2]1[C:16]([C:17]([CH3:19])([CH3:18])[CH3:20])=[CH:15][C:5]([CH2:6][NH:7][N:8]2[CH:12]=[CH:11][N:10]=[C:9]2[S:13][CH3:14])=[CH:4][C:3]=1[C:21]([CH3:24])([CH3:23])[CH3:22] |f:1.2|. Starting materials: OC1=C(C=C(C=NN2C(=NC=C2)SC)C=C1C(C)(C)C)C(C)(C)C (1-(4-hydroxy-3,5-di-tert.-butylbenzylideneamino)-2-methylmercaptoimidazole), C(#N)[BH3-].[Na+] (sodium cyanoborohydride). Reaction conditions: time 8 hour. The solvent is C(C)(=O)O (acetic acid). Yields the product OC1=C(C=C(CNN2C(=NC=C2)SC)C=C1C(C)(C)C)C(C)(C)C (1-(4-hydroxy-3,5-di-tert.-butylbenzylamino)-2-methylmercaptoimidazole). Procedure: 1.04 g of 1-(4-hydroxy-3,5-di-tert.-butylbenzylideneamino)-2-methylmercaptoimidazole are dissolved in 20 ml of glacial acetic acid and treated portionwise within 30 minutes with 0.43 g of 90% sodium cyanoborohydride. The reaction mixture is stirred at room temperature overnight, whereupon the solvent is removed by evaporation in a vacuum and the residue is taken up with 20 ml of water. Saturated sodium carbonate solution is added up to an alkaline reaction and the mixture is extracted three time...